This data is from the Open Reaction Database (ORD), a public repository of structured organic reaction records. The task is: describe an organic reaction: reactants, conditions, products, and yield The reactants are BrC=1C=CC(=C(C1)C(C)=O)O (1-(5-bromo-2-hydroxy-phenyl)-ethanone), CC1CC(CC(C1)C)=O (3,5-dimethylcyclohexanone), N1CCCC1 (pyrrolidine). Solvent: CO (methanol). Run at time 8 hour. Yields the product BrC=1C=C2C(CC3(CC(CC(C3)C)C)OC2=CC1)=O (6-bromo-3′,5′-dimethylspiro[chroman-2,1′-cyclohexan]-4-one). Yield: 110.5%. As a reaction SMILES: [Br:1][C:2]1[CH:3]=[CH:4][C:5]([OH:11])=[C:6]([C:8](=[O:10])[CH3:9])[CH:7]=1.[CH3:12][CH:13]1[CH2:18][CH:17]([CH3:19])[CH2:16][C:15](=O)[CH2:14]1.N1CCCC1>CO>[Br:1][C:2]1[CH:7]=[C:6]2[C:5](=[CH:4][CH:3]=1)[O:11][C:15]1([CH2:16][CH:17]([CH3:19])[CH2:18][CH:13]([CH3:12])[CH2:14]1)[CH2:9][C:8]2=[O:10]. Procedure: A mixture of 1-(5-bromo-2-hydroxy-phenyl)-ethanone (6 g, 28 mmol), 3,5-dimethylcyclohexanone (7.12 g, 56 mmol) and pyrrolidine (3.8 g, 53.3 mmol) in methanol (120 mL) was stirred overnight. The reaction mixture was concentrated in vacuo, and H2O was added. The resulting solution was extracted with ethyl acetate. The ethyl acetate solution was dried over anhydrous Na2SO4, filtered, and concentrated in vacuo to give 6-bromo-3′,5′-dimethylspiro[chroman-2,1′-cyclohexan]-4-one (10 g, 100%). 1HNMR (CD...